From a dataset of the Open Reaction Database (ORD), a public repository of structured organic reaction records. describe an organic reaction: reactants, conditions, products, and yield The reactants are O=C(O)c1c(C(F)(F)F)nc2cc(C(F)(F)F)ccc2c1O, O=S(Cl)Cl, c1ccccc1. Product: [Cl-], O=C(O)c1c(C(F)(F)F)nc2cc(C(F)(F)F)ccc2c1O. As a reaction SMILES: [F:5][C:6]([c:7]1[n:8][c:9]2[cH:10][c:11]([C:21]([F:22])([F:23])[F:24])[cH:12][cH:13][c:14]2[c:15]([OH:20])[c:16]1[C:17](=[O:18])[OH:19])([F:25])[F:26].[S:1]([Cl:2])([Cl:3])=[O:4].[cH:27]1[cH:28][cH:29][cH:30][cH:31][cH:32]1>>[Cl-:3].[F:5][C:6]([c:7]1[n:8][c:9]2[cH:10][c:11]([C:21]([F:22])([F:23])[F:24])[cH:12][cH:13][c:14]2[c:15]([OH:20])[c:16]1[C:17](=[O:18])[OH:19])([F:25])[F:26]. The reactants are C(C1=CC=CC=C1)OC(=O)N(C)CC1=C(C=CC(=C1)[N+](=O)[O-])CC(=O)OCC (Ethyl 2-(2-((((benzyloxy)carbonyl)(methyl)amino)methyl)-4-nitrophenyl)acetate), [Li+].CC(C)[N-]C(C)C (LDA), FC(S(=O)(=O)OCC(F)F)(F)F (2,2-difluoroethyl trifluoromethanesulfonate). The solvent is C1CCOC1 (THF), C1CCOC1 (THF). Conditions: temperature -78 celsius, time 20 minute. Yields the product C(C1=CC=CC=C1)OC(=O)N(C)CC1=C(C=CC(=C1)[N+](=O)[O-])C(C(=O)OCC)CC(F)F (Ethyl 2-(2-((((benzyloxy)carbonyl)(methyl)amino)methyl)-4-nitrophenyl)-4,4-difluorobutanoate). Isolated yield 17.4%. RXN SMILES: [CH2:1]([O:8][C:9]([N:11]([CH2:13][C:14]1[CH:19]=[C:18]([N+:20]([O-:22])=[O:21])[CH:17]=[CH:16][C:15]=1[CH2:23][C:24]([O:26][CH2:27][CH3:28])=[O:25])[CH3:12])=[O:10])[C:2]1[CH:7]=[CH:6][CH:5]=[CH:4][CH:3]=1.[Li+].CC([N-]C(C)C)C.FC(F)(F)S(O[CH2:43][CH:44]([F:46])[F:45])(=O)=O>C1COCC1>[CH2:1]([O:8][C:9]([N:11]([CH2:13][C:14]1[CH:19]=[C:18]([N+:20]([O-:22])=[O:21])[CH:17]=[CH:16][C:15]=1[CH:23]([CH2:43][CH:44]([F:46])[F:45])[C:24]([O:26][CH2:27][CH3:28])=[O:25])[CH3:12])=[O:10])[C:2]1[CH:3]=[CH:4][CH:5]=[CH:6][CH:7]=1 |f:1.2|. Reported procedure: To a solution of 10B (345 mg, 0.893 mmol) in THF (5 mL) at −78° C., was added LDA (2 M, heptane, THF and ethylbenzene) (0.536 mL, 1.071 mmol). The red/black mixture was stirred at −78° C. for 20 min, then a solution of 2,2-difluoroethyl trifluoromethanesulfonate (210 mg, 0.982 mmol) in THF (0.5 mL) was added dropwise. The reaction was removed from the cooling bath and was stirred at rt for 4 h. The reaction mixture was quenched with sat. NH4Cl, diluted with EtOAc. The organic phase was washed wi... Starting materials: CCNC(=NS(=O)(=O)c1cccc([N+](=O)[O-])c1)N1CC(C)(C)C=N1, CC(=O)O, CCO, [Fe], O. Yields the product CCNC(=NS(=O)(=O)c1cccc(N)c1)N1CC(C)(C)C=N1. Reaction SMILES: [CH3:1][C:2]1([CH3:24])[CH:3]=[N:4][N:5]([C:7](=[N:8][S:9](=[O:10])(=[O:11])[c:12]2[cH:13][c:14]([N+:18]([O-:19])=[O:20])[cH:15][cH:16][cH:17]2)[NH:21][CH2:22][CH3:23])[CH2:6]1.[CH3:25][C:26](=[O:27])[OH:28].[CH3:29][CH2:30][OH:31].[Fe:33].[OH2:32]>>[CH3:1][C:2]1([CH3:24])[CH:3]=[N:4][N:5]([C:7](=[N:8][S:9](=[O:10])(=[O:11])[c:12]2[cH:13][c:14]([NH2:18])[cH:15][cH:16][cH:17]2)[NH:21][CH2:22][CH3:23])[CH2:6]1. Reactants: COc1cc(CCc2ccc(=O)[nH]n2)cc(OC)c1OC, [Na+], [OH-], O, O=P(Cl)(Cl)Cl. Yields the product COc1cc(CCc2ccc(Cl)nn2)cc(OC)c1OC. Reaction SMILES: [CH3:1][O:2][c:3]1[cH:4][c:5]([CH2:6][CH2:7][c:8]2[cH:9][cH:10][c:11](=[O:14])[nH:12][n:13]2)[cH:15][c:16]([O:20][CH3:21])[c:17]1[O:18][CH3:19].[Na+:28].[OH-:27].[OH2:29].[P:22]([Cl:23])([Cl:24])([Cl:25])=[O:26]>>[CH3:1][O:2][c:3]1[cH:4][c:5]([CH2:6][CH2:7][c:8]2[cH:9][cH:10][c:11]([Cl:24])[n:12][n:13]2)[cH:15][c:16]([O:20][CH3:21])[c:17]1[O:18][CH3:19].